Dataset: the Open Reaction Database (ORD), a public repository of structured organic reaction records. Task: describe an organic reaction: reactants, conditions, products, and yield The reactants are [H+].[B-](F)(F)(F)F (HBF4), COC([O-])=O.C[N+]1(CCCC1)C (N,N-dimethylpyrrolidinium methyl carbonate), aqueous solution. The product is CN1CCCC1 (N-methylpyrrolidine), F[B-](F)(F)F (tetrafluoroborate). As a reaction SMILES: COC(=O)[O-].[CH3:6][N+:7]1(C)[CH2:11][CH2:10][CH2:9][CH2:8]1.[H+].[B-:14]([F:18])([F:17])([F:16])[F:15]>>[CH3:6][N:7]1[CH2:11][CH2:10][CH2:9][CH2:8]1.[F:15][B-:14]([F:18])([F:17])[F:16] |f:0.1,2.3|. Procedure: By following the same procedure (2nd step) of Example 1 except that 10.0 g of N,N-dimethylpyrrolidinium methyl carbonate thus obtained and 12.9 g of an aqueous solution of 42% HBF4 were used, 10.1 g (yield of 92.4% to N-methylpyrrolidine) of high-pure dimthylpyrrolidinium tetrafluoroborate was obtained. The product is Cc1ccc2c(c1)c1c(n2CCc2ccc(C)nc2)CCN(CO)C1=O. The reactants are C=Cc1ccc(C)nc1, CN1CCCC1=O, [K+], [OH-], Cc1ccc2[nH]c3c(c2c1)C(=O)N(CO)CC3. RXN SMILES: [CH3:18][c:19]1[n:20][cH:21][c:22]([CH:25]=[CH2:26])[cH:23][cH:24]1.[CH3:29][N:30]1[CH2:31][CH2:32][CH2:33][C:34]1=[O:35].[K+:28].[OH-:27].[OH:1][CH2:2][N:3]1[C:4](=[O:17])[c:5]2[c:6]([nH:7][c:8]3[cH:9][cH:10][c:11]([CH3:14])[cH:12][c:13]23)[CH2:15][CH2:16]1>>[OH:1][CH2:2][N:3]1[C:4](=[O:17])[c:5]2[c:6]([n:7]([CH2:26][CH2:25][c:22]3[cH:21][n:20][c:19]([CH3:18])[cH:24][cH:23]3)[c:8]3[cH:9][cH:10][c:11]([CH3:14])[cH:12][c:13]23)[CH2:15][CH2:16]1. Reactants: [N+](=O)([O-])C1=C(N)C=CC(=C1)CC (2-nitro-4-ethylaniline). Reagents/catalysts: [Pd] (palladium on charcoal). Solvent: C(C)O (ethanol). The product is C(C)C1=CC(=C(C=C1)N)N (4-ethyl-o-phenylenediamine). Reaction SMILES: [N+:1]([C:4]1[CH:10]=[C:9]([CH2:11][CH3:12])[CH:8]=[CH:7][C:5]=1[NH2:6])([O-])=O>[Pd].C(O)C>[CH2:11]([C:9]1[CH:8]=[CH:7][C:5]([NH2:6])=[C:4]([NH2:1])[CH:10]=1)[CH3:12]. Procedure details: The crude 2-nitro-4-ethylaniline was hydrogenated in 100 ml. of ethanol over 500 mg. of 5 percent palladium on charcoal, until gas uptake ceased. The reaction mixture was filtered and evaporated, yielding 4-ethyl-o-phenylenediamine as a dark oil which solidified overnight. The identity of the product was confirmed by IR.